Dataset: the Open Reaction Database (ORD), a public repository of structured organic reaction records. Task: describe an organic reaction: reactants, conditions, products, and yield The solvent is C=1(C(=CC=CC1)C)C (xylene). The product is [N+](=O)([O-])C=1C=CC2=C(C(=NCC=3N2C(=NN3)CCO)C3=C(C=CC=C3)Cl)C1 (8-nitro-1-(2-hydroxyethyl)-6-(o-chlorophenyl)-4H-s-triazolo[4,3-a][1,4]benzodiazepine). Reactants: [N+](=O)([O-])C=1C=CC2=C(C(=NCC=3N2C(=NN3)C)C3=C(C=CC=C3)Cl)C1 (8-nitro-6-(o-chlorophenyl)-1-methyl-4H-s-triazolo[4,3-a][1,4]-benzodiazepine), C=O (paraformaldehyde). Reaction SMILES: [N+:1]([C:4]1[CH:5]=[CH:6][C:7]2[N:13]3[C:14]([CH3:17])=[N:15][N:16]=[C:12]3[CH2:11][N:10]=[C:9]([C:18]3[CH:23]=[CH:22][CH:21]=[CH:20][C:19]=3[Cl:24])[C:8]=2[CH:25]=1)([O-:3])=[O:2].[CH2:26]=[O:27]>C1(C)C(C)=CC=CC=1>[N+:1]([C:4]1[CH:5]=[CH:6][C:7]2[N:13]3[C:14]([CH2:17][CH2:26][OH:27])=[N:15][N:16]=[C:12]3[CH2:11][N:10]=[C:9]([C:18]3[CH:23]=[CH:22][CH:21]=[CH:20][C:19]=3[Cl:24])[C:8]=2[CH:25]=1)([O-:3])=[O:2]. Procedure details: In the manner given in Example 1, 8-nitro-6-(o-chlorophenyl)-1-methyl-4H-s-triazolo[4,3-a][1,4]-benzodiazepine in xylene was heated in an oil bath with repeated additions of portions of paraformaldehyde to give 8-nitro-1-(2-hydroxyethyl)-6-(o-chlorophenyl)-4H-s-triazolo[4,3-a][1,4]benzodiazepine. Product: [Cl-].[NH3+]CC=1C=[N+](C=CC1)C.[Cl-] (3-(ammoniomethyl)-1-methylpyridin-1-ium chloride). RXN SMILES: [I-].C([NH:5][CH2:6][C:7]1[CH:8]=[N+:9]([CH3:13])[CH:10]=[CH:11][CH:12]=1)(=O)C.[ClH:14]>>[Cl-:14].[NH3+:5][CH2:6][C:7]1[CH:8]=[N+:9]([CH3:13])[CH:10]=[CH:11][CH:12]=1.[Cl-:14] |f:0.1,3.4.5|. Run at temperature 100 celsius, time 8 hour. Procedure: A suspension of 3-(acetamidomethyl)-1-methylpyridin-1-ium iodide (26.9 g, 92 mmol) in HCl (6N, 307 mL, 1.84 mol) was heated to 100° C. for 3 h. The solution was concentrated under reduced pressure (bath temp 80° C.). The resulting red oil solidified overnight and was triturated with MeOH and filtered to afford the title compound (8.76 g, 49%) as an off white solid. The filtrate was concentrated to a red oil, which after standing for 4 days, the formed solid was collected and washed with cold MeO... Isolated yield 48.8%. Starting materials: [I-].C(C)(=O)NCC=1C=[N+](C=CC1)C (3-(acetamidomethyl)-1-methylpyridin-1-ium iodide), Cl (HCl). The reactants are CCN=C=NCCCN(C)C, CCN(C(C)C)C(C)C, Clc1cccc(OC2CCNCC2)n1, Cl, Cl, CN(C)C=O, O, On1nnc2ccccc21, O=C(O)CNC(=O)c1cc(-c2ccccc2)[nH]n1. Product: O=C(NCC(=O)N1CCC(Oc2cccc(Cl)n2)CC1)c1cc(-c2ccccc2)[nH]n1. As a reaction SMILES: [CH3:38][CH2:39][N:40]=[C:41]=[N:42][CH2:43][CH2:44][CH2:45][N:46]([CH3:47])[CH3:48].[CH:1]([N:2]([CH2:3][CH3:4])[CH:5]([CH3:6])[CH3:7])([CH3:8])[CH3:9].[Cl:51][c:52]1[n:53][c:54]([O:58][CH:59]2[CH2:60][CH2:61][NH:62][CH2:63][CH2:64]2)[cH:55][cH:56][cH:57]1.[ClH:49].[ClH:50].[O:65]=[CH:66][N:67]([CH3:68])[CH3:69].[OH2:70].[OH:28][n:29]1[c:30]2[c:31]([cH:32][cH:33][cH:34][cH:35]2)[n:36][n:37]1.[c:10]1(-[c:16]2[cH:17][c:18]([C:21](=[O:22])[NH:23][CH2:24][C:25](=[O:26])[OH:27])[n:19][nH:20]2)[cH:11][cH:12][cH:13][cH:14][cH:15]1>>[c:10]1(-[c:16]2[cH:17][c:18]([C:21](=[O:22])[NH:23][CH2:24][C:25](=[O:27])[N:62]3[CH2:61][CH2:60][CH:59]([O:58][c:54]4[n:53][c:52]([Cl:51])[cH:57][cH:56][cH:55]4)[CH2:64][CH2:63]3)[n:19][nH:20]2)[cH:11][cH:12][cH:13][cH:14][cH:15]1.